This data is from the Open Reaction Database (ORD), a public repository of structured organic reaction records. The task is: describe an organic reaction: reactants, conditions, products, and yield Reported procedure: A suspension of 4-hydroxybenzaldehyde (200 mg, 1.64 mmol), 1-chloro-3,3-dimethylbutane (395 mg, 1.97 mmol), sodium iodide (24 mg, 0.16 mmol), and cesium carbonate (800 mg, 2.46 mmol) in anhydrous dimethylformamide (5 mL) was stirred at 80° C. overnight. After cooling to room temperature, solids were filtered and washed with ether. The filtrate was washed with 2 N sodium hydroxide (2×20 mL), water (20 mL), and brine (20 mL), dried over magnesium sulfate, filtered, and concentrated to give 4-(3,3-... As a reaction SMILES: [OH:1][C:2]1[CH:9]=[CH:8][C:5]([CH:6]=[O:7])=[CH:4][CH:3]=1.Cl[CH2:11][CH2:12][C:13]([CH3:16])([CH3:15])[CH3:14].[I-].[Na+].C(=O)([O-])[O-].[Cs+].[Cs+]>CN(C)C=O>[CH3:14][C:13]([CH3:16])([CH3:15])[CH2:12][CH2:11][O:1][C:2]1[CH:9]=[CH:8][C:5]([CH:6]=[O:7])=[CH:4][CH:3]=1 |f:2.3,4.5.6|. Reactants: OC1=CC=C(C=O)C=C1 (4-hydroxybenzaldehyde), ClCCC(C)(C)C (1-chloro-3,3-dimethylbutane), [I-].[Na+] (sodium iodide), C([O-])([O-])=O.[Cs+].[Cs+] (cesium carbonate). Solvent: CN(C=O)C (dimethylformamide). Reaction conditions: temperature 80 celsius, time 8 hour. Yield: 77.4%. The product is CC(CCOC1=CC=C(C=O)C=C1)(C)C (4-(3,3-dimethylbutoxyl)benzaldehyde). The reactants are C[SiH](C)OC(C1CNCC1c1ccccc1)C(C)(C)C, O=CC1CN(C(CC2CCC2)C(=O)O)CC1c1ccccc1, CCN(C(=O)Cc1ccc(F)cc1Cl)C1CCNCC1, O=C(O)C(F)(F)F. Product: CCN(C(=O)Cc1ccc(F)cc1Cl)C1CCN(CC2CN(C(CC3CCC3)C(=O)O)CC2c2ccccc2)CC1. RXN SMILES: [C:23]([CH:24]([O:25][SiH:26]([CH3:27])[CH3:28])[CH:29]1[CH:30]([c:31]2[cH:32][cH:33][cH:34][cH:35][cH:36]2)[CH2:37][NH:38][CH2:39]1)([CH3:40])([CH3:41])[CH3:42].[CH:1](=[O:2])[CH:3]1[CH2:4][N:5]([CH:14]([C:15](=[O:16])[OH:17])[CH2:18][CH:19]2[CH2:20][CH2:21][CH2:22]2)[CH2:6][CH:7]1[c:8]1[cH:9][cH:10][cH:11][cH:12][cH:13]1.[Cl:50][c:51]1[c:52]([CH2:53][C:54](=[O:55])[N:56]([CH2:57][CH3:58])[CH:59]2[CH2:60][CH2:61][NH:62][CH2:63][CH2:64]2)[cH:65][cH:66][c:67]([F:69])[cH:68]1.[F:43][C:44]([F:45])([F:46])[C:47]([OH:48])=[O:49]>>[CH2:1]([CH:3]1[CH2:4][N:5]([CH:14]([C:15](=[O:16])[OH:17])[CH2:18][CH:19]2[CH2:20][CH2:21][CH2:22]2)[CH2:6][CH:7]1[c:8]1[cH:9][cH:10][cH:11][cH:12][cH:13]1)[N:62]1[CH2:61][CH2:60][CH:59]([N:56]([C:54]([CH2:53][c:52]2[c:51]([Cl:50])[cH:68][c:67]([F:69])[cH:66][cH:65]2)=[O:55])[CH2:57][CH3:58])[CH2:64][CH2:63]1. Starting materials: CCCCCC, Cc1ccccc1, CC(C)C(C)(C(N)=O)N1C(=O)c2ccccc2C1=O, O. Yields the product CC(C)C1(C)C(=O)N=C2c3ccccc3C(=O)N21. As a reaction SMILES: [CH3:21][CH2:22][CH2:23][CH2:24][CH2:25][CH3:26].[CH3:27][c:28]1[cH:29][cH:30][cH:31][cH:32][cH:33]1.[CH:1]([CH3:2])([CH3:3])[C:4]([C:5](=[O:6])[NH2:7])([N:8]1[C:9](=[O:18])[c:10]2[cH:11][cH:12][cH:13][cH:14][c:15]2[C:16]1=[O:17])[CH3:19].[OH2:20]>>[CH:1]([CH3:2])([CH3:3])[C:4]1([CH3:19])[C:5](=[O:6])[N:7]=[C:9]2[N:8]1[C:16](=[O:17])[c:15]1[c:10]2[cH:11][cH:12][cH:13][cH:14]1. Starting materials: C=CCC(CNCCN(C(=O)OC(C)(C)C)c1cc(Cl)cc(Cl)c1)c1ccc(I)cc1, ClCCl, O=C(O)C(F)(F)F. Product: C=CCC(CNCCNc1cc(Cl)cc(Cl)c1)c1ccc(I)cc1. RXN SMILES: [C:1]([O:2][C:3](=[O:4])[N:7]([CH2:8][CH2:9][NH:10][CH2:11][CH:12]([CH2:13][CH:14]=[CH2:15])[c:16]1[cH:17][cH:18][c:19]([I:22])[cH:20][cH:21]1)[c:23]1[cH:24][c:25]([Cl:30])[cH:26][c:27]([Cl:29])[cH:28]1)([CH3:5])([CH3:6])[CH3:31].[Cl:39][CH2:40][Cl:41].[F:32][C:33]([F:34])([F:35])[C:36]([OH:37])=[O:38]>>[NH:7]([CH2:8][CH2:9][NH:10][CH2:11][CH:12]([CH2:13][CH:14]=[CH2:15])[c:16]1[cH:17][cH:18][c:19]([I:22])[cH:20][cH:21]1)[c:23]1[cH:24][c:25]([Cl:30])[cH:26][c:27]([Cl:29])[cH:28]1.